Dataset: the Open Reaction Database (ORD), a public repository of structured organic reaction records. Task: describe an organic reaction: reactants, conditions, products, and yield Product: CCCNCC1OCc2c(F)cc(S(C)(=O)=O)cc2O1. RXN SMILES: [Br:1][c:2]1[cH:3][c:4]([F:17])[c:5]2[c:6]([cH:16]1)[O:7][CH:8]([CH2:11][NH:12][CH2:13][CH2:14][CH3:15])[O:9][CH2:10]2.[C:31](=[O:32])([O-:33])[O-:34].[CH3:18][S:19](=[O:20])[O-:21].[CH3:37][S:38]([CH3:39])=[O:40].[CH3:45][CH2:46][O:47][C:48]([CH3:49])=[O:50].[Cu:41]([I:42])[I:43].[K+:35].[K+:36].[Na+:22].[OH2:44].[OH:23][C:24]([CH:25]1[NH:26][CH2:27][CH2:28][CH2:29]1)=[O:30]>>[c:2]1([S:19]([CH3:18])(=[O:20])=[O:21])[cH:3][c:4]([F:17])[c:5]2[c:6]([cH:16]1)[O:7][CH:8]([CH2:11][NH:12][CH2:13][CH2:14][CH3:15])[O:9][CH2:10]2. The reactants are CCCNCC1OCc2c(F)cc(Br)cc2O1, O=C([O-])[O-], CS(=O)[O-], CS(C)=O, CCOC(C)=O, I[Cu]I, [K+], [K+], [Na+], O, O=C(O)C1CCCN1. Reactants: BrC(C(=O)OC)C1=CC=C(C=C1)OC1=CC=CC=C1 (Methyl α-bromo-α-[p-(phenoxy)phenyl]acetate), ClC1=CC=C(C=C1)O (4-chlorophenol). Run in CO (methanol). Product: ClC1=CC=C(OC(C(=O)OC)C2=CC=C(C=C2)OC2=CC=CC=C2)C=C1 (Methyl α-(p-chlorophenoxy)-α-[p-(phenoxy)phenyl]acetate). RXN SMILES: Br[CH:2]([C:7]1[CH:12]=[CH:11][C:10]([O:13][C:14]2[CH:19]=[CH:18][CH:17]=[CH:16][CH:15]=2)=[CH:9][CH:8]=1)[C:3]([O:5][CH3:6])=[O:4].[Cl:20][C:21]1[CH:26]=[CH:25][C:24]([OH:27])=[CH:23][CH:22]=1>CO>[Cl:20][C:21]1[CH:26]=[CH:25][C:24]([O:27][CH:2]([C:7]2[CH:12]=[CH:11][C:10]([O:13][C:14]3[CH:19]=[CH:18][CH:17]=[CH:16][CH:15]=3)=[CH:9][CH:8]=2)[C:3]([O:5][CH3:6])=[O:4])=[CH:23][CH:22]=1. Procedure details: Methyl α-bromo-α-[p-(phenoxy)phenyl]acetate (6.42 g) is reacted with 3.21 g of 4-chlorophenol in methanol as in Example 16 to afford a white solid, which is recrystallized from hexane to yield the product, mp 99°-102° C. Reactants: C(C)[NH+](CC)CC.C1CCC2=CC(=CC=C12)OC(=O)C(C(=O)NC1[C@@H]2N(C(C(S2)(C)C)C(=O)[O-])C1=O)C1=CC=CC=C1 (6-(α-[5-indanyloxycarbonyl]-phenylacetamido)-2,2-dimethyl-penam-3-carboxylic acid triethylammonium salt), C(C)C(C(=O)[O-])CC.[Na+] (sodium diethylacetate), C(C)(=O)OCC (ethyl acetate), Cl (hydrochloric acid). Run in CC(=O)C (acetone). Yields the product [Na+].C1CCC2=CC(=CC=C12)OC(=O)C(C(=O)NC1[C@@H]2N(C(C(S2)(C)C)C(=O)[O-])C1=O)C1=CC=CC=C1 (6-(α-[5-indanyloxycarbonyl]-phenylacetamido)-2,2-dimethyl-penam-3-carboxylic acid sodium salt). Yield: 80.0%. Reaction SMILES: C([NH+](CC)CC)C.[CH2:8]1[C:16]2[C:11](=[CH:12][C:13]([O:17][C:18]([CH:20]([C:37]3[CH:42]=[CH:41][CH:40]=[CH:39][CH:38]=3)[C:21]([NH:23][CH:24]3[C:35](=[O:36])[N:26]4[CH:27]([C:32]([O-:34])=[O:33])[C:28]([CH3:31])([CH3:30])[S:29][C@H:25]34)=[O:22])=[O:19])=[CH:14][CH:15]=2)[CH2:10][CH2:9]1.C(OCC)(=O)C.Cl.C(C(CC)C([O-])=O)C.[Na+:58]>CC(C)=O>[Na+:58].[CH2:8]1[C:16]2[C:11](=[CH:12][C:13]([O:17][C:18]([CH:20]([C:37]3[CH:42]=[CH:41][CH:40]=[CH:39][CH:38]=3)[C:21]([NH:23][CH:24]3[C:35](=[O:36])[N:26]4[CH:27]([C:32]([O-:34])=[O:33])[C:28]([CH3:30])([CH3:31])[S:29][C@H:25]34)=[O:22])=[O:19])=[CH:14][CH:15]=2)[CH2:10][CH2:9]1 |f:0.1,4.5,7.8|. Reported procedure: A suspension of 25 g. (0.048 moles) of 6-(α-[5-indanyloxycarbonyl]-phenylacetamido)-2,2-dimethyl-penam-3-carboxylic acid triethylammonium salt in 150 ml. of ethyl acetate is cooled to 0° C., and the suspension is acidified with 2 n aqueous hydrochloric acid (18 ml.) to pH=2. The organic phase is separated and the aqueous-acidic phase is extracted with 2×20 ml. of ethyl acetate. The organic solutions are combined, washed with 3×30 ml. of saturated aqueous sodium chloride solution, dried over magn... Yields the product final title compound, C1CCNCC12CCN(CC2)C(CNC(=O)NCC(C)C)=O (1-[2-(4,9-diazaspiro[5.5]undecan-9-yl)-2-oxo-ethyl]-3-isobutyl-urea). The solvent is O1CCOCC1 (1,4-dioxane), O1CCOCC1 (1,4-dioxane). Reactants: C(C(C)C)NC(=O)NCC(=O)N1CCC2(CN(CCC2)C(=O)OC(C)(C)C)CC1 (tert-butyl 9-[2-(isobutylcarbamoylamino)acetyl]-4,9-diazaspiro[5.5]undecane-4-carboxylate), Cl (HCl). Isolated yield 87.1%. Procedure: To a solution of tert-butyl 9-[2-(isobutylcarbamoylamino)acetyl]-4,9-diazaspiro[5.5]undecane-4-carboxylate (0.38 g, 0.93 mmol) in 1,4-dioxane (1.75 mL), add 4M HCl in 1,4-dioxane (8.77 mmol). Stir the reaction at room temperature for 5 hours, then concentrate under reduced pressure. Purify the residue by dissolving in methanol and loading into a SCX (ion exchange) column. Rinse the loaded column with methanol (3×25 mL) then flush the column with 2N ammonia in methanol. Combine and concentrate th... As a reaction SMILES: [CH2:1]([NH:5][C:6]([NH:8][CH2:9][C:10]([N:12]1[CH2:29][CH2:28][C:15]2([CH2:20][CH2:19][CH2:18][N:17](C(OC(C)(C)C)=O)[CH2:16]2)[CH2:14][CH2:13]1)=[O:11])=[O:7])[CH:2]([CH3:4])[CH3:3].Cl>O1CCOCC1>[CH2:20]1[C:15]2([CH2:28][CH2:29][N:12]([C:10](=[O:11])[CH2:9][NH:8][C:6]([NH:5][CH2:1][CH:2]([CH3:3])[CH3:4])=[O:7])[CH2:13][CH2:14]2)[CH2:16][NH:17][CH2:18][CH2:19]1. Reactants: OCCBr, O=C([O-])[O-], CN(C)C=O, [K+], [K+], N#Cc1c(N2CCc3ccccc3CC2)nc(CCOC2CCCCO2)[nH]c1=O. Product: N#Cc1c(OCCO)nc(CCOC2CCCCO2)nc1N1CCc2ccccc2CC1. As a reaction SMILES: [Br:30][CH2:31][CH2:32][OH:33].[C:34](=[O:35])([O-:36])[O-:37].[CH3:40][N:41]([CH3:42])[CH:43]=[O:44].[K+:38].[K+:39].[O:1]=[c:2]1[c:3]([C:28]#[N:29])[c:4]([N:17]2[CH2:18][CH2:19][c:20]3[c:21]([cH:24][cH:25][cH:26][cH:27]3)[CH2:22][CH2:23]2)[n:5][c:6]([CH2:8][CH2:9][O:10][CH:11]2[O:12][CH2:13][CH2:14][CH2:15][CH2:16]2)[nH:7]1>>[O:1]([c:2]1[c:3]([C:28]#[N:29])[c:4]([N:17]2[CH2:18][CH2:19][c:20]3[c:21]([cH:24][cH:25][cH:26][cH:27]3)[CH2:22][CH2:23]2)[n:5][c:6]([CH2:8][CH2:9][O:10][CH:11]2[O:12][CH2:13][CH2:14][CH2:15][CH2:16]2)[n:7]1)[CH2:31][CH2:32][OH:33]. The reactants are C1(CCC1)CN1N=C2C=C(C=CC2=C1)C=1C=C(N2N=CN=C(C21)N)C2CCNCC2 (5-[2-(cyclobutylmethyl)-2H-indazol-6-yl]-7-piperidin-4-ylpyrrolo[2,1-f][1,2,4]triazin-4-amine), ClCC(=O)N(C)C (2-chloro-N,N-dimethylacetamide). The product is C(C)(=O)N1CCC(CC1)C1=CC(=C2C(=NC=NN21)N)C=2C=CC1=CN(N=C1C2)CC2CCC2 (7-(1-acetylpiperidin-4-yl)-5-[2-(cyclobutylmethyl)-2H-indazol-6-yl]pyrrolo[2,1-f][1,2,4]triazin-4-amine). Yield: 62.0%. Reaction SMILES: [CH:1]1([CH2:5][N:6]2[CH:14]=[C:13]3[C:8]([CH:9]=[C:10]([C:15]4[CH:16]=[C:17]([CH:25]5[CH2:30][CH2:29][NH:28][CH2:27][CH2:26]5)[N:18]5[C:23]=4[C:22]([NH2:24])=[N:21][CH:20]=[N:19]5)[CH:11]=[CH:12]3)=[N:7]2)[CH2:4][CH2:3][CH2:2]1.Cl[CH2:32][C:33](N(C)C)=[O:34]>>[C:33]([N:28]1[CH2:29][CH2:30][CH:25]([C:17]2[N:18]3[C:23]([C:22]([NH2:24])=[N:21][CH:20]=[N:19]3)=[C:15]([C:10]3[CH:11]=[CH:12][C:13]4[C:8]([CH:9]=3)=[N:7][N:6]([CH2:5][CH:1]3[CH2:2][CH2:3][CH2:4]3)[CH:14]=4)[CH:16]=2)[CH2:26][CH2:27]1)(=[O:34])[CH3:32]. Procedure: In a manner similar to the procedure described for Example 369 and using 5-[2-(cyclobutylmethyl)-2H-indazol-6-yl]-7-piperidin-4-ylpyrrolo[2,1-f][1,2,4]triazin-4-amine and substituting acetyl chloride for 2-chloro-N,N-dimethylacetamide as starting materials, 48 mg, (62%) of the desired product was isolated. LC-MS [M+H]+=444.3, RT=2.37 min. Yield: 93.0%. Procedure details: Isatin (25 g, 0.17 mol) and 30% formalin (30 ml, 0.3 mol) were added to a mixture of dioxane (10 ml) and water (20 ml) and the mixture was heated at 100° C. for 5 hours. The reaction mixture was cooled and crystals formed were filtered off. N-hydroxymethylisatin (28 g, yield 93%) was obtained. The melting point was 138° C. (decomposed). Conditions: temperature 100 celsius. The product is OCN1C(=O)C(=O)C2=CC=CC=C12 (N-hydroxymethylisatin). RXN SMILES: [NH:1]1[C:11]2[C:6](=[CH:7][CH:8]=[CH:9][CH:10]=2)[C:4](=[O:5])[C:2]1=[O:3].C=O.[O:14]1CCOC[CH2:15]1>O>[OH:14][CH2:15][N:1]1[C:11]2[C:6](=[CH:7][CH:8]=[CH:9][CH:10]=2)[C:4](=[O:5])[C:2]1=[O:3]. Starting materials: N1C(=O)C(=O)C2=CC=CC=C12 (Isatin), C=O (formalin), O1CCOCC1 (dioxane). The solvent is O (water). Starting materials: [Br-], CC(C)(C)[Si](C)(C)Oc1ccc(-c2noc(C3(C=O)CC3)c2-c2ccccc2)cc1, CC[Mg+], [Cl-], [NH4+], C1CCOC1. Yields the product CCC(O)C1(c2onc(-c3ccc(O[Si](C)(C)C(C)(C)C)cc3)c2-c2ccccc2)CC1. As a reaction SMILES: [Br-:31].[C:1]([CH3:2])([CH3:3])([CH3:4])[Si:5]([O:6][c:7]1[cH:8][cH:9][c:10](-[c:13]2[n:14][o:15][c:16]([C:24]3([CH:27]=[O:28])[CH2:25][CH2:26]3)[c:17]2-[c:18]2[cH:19][cH:20][cH:21][cH:22][cH:23]2)[cH:11][cH:12]1)([CH3:29])[CH3:30].[CH2:32]([CH3:33])[Mg+:34].[Cl-:35].[NH4+:36].[O:37]1[CH2:38][CH2:39][CH2:40][CH2:41]1>>[C:1]([CH3:2])([CH3:3])([CH3:4])[Si:5]([O:6][c:7]1[cH:8][cH:9][c:10](-[c:13]2[n:14][o:15][c:16]([C:24]3([CH:27]([OH:28])[CH2:32][CH3:33])[CH2:25][CH2:26]3)[c:17]2-[c:18]2[cH:19][cH:20][cH:21][cH:22][cH:23]2)[cH:11][cH:12]1)([CH3:29])[CH3:30]. The reactants are CCOC(=O)Nc1nc2cc(Cl)ccc2nc1OC, c1cnc(N2CCNCC2)nc1. The product is COc1nc2ccc(Cl)cc2nc1NC(=O)N1CCN(c2ncccn2)CC1. As a reaction SMILES: [Cl:1][c:2]1[cH:3][c:4]2[n:5][c:6]([NH:14][C:15]([O:16][CH2:17][CH3:18])=[O:19])[c:7]([O:12][CH3:13])[n:8][c:9]2[cH:10][cH:11]1.[n:20]1[c:21]([N:26]2[CH2:27][CH2:28][NH:29][CH2:30][CH2:31]2)[n:22][cH:23][cH:24][cH:25]1>>[Cl:1][c:2]1[cH:3][c:4]2[n:5][c:6]([NH:14][C:15](=[O:19])[N:29]3[CH2:28][CH2:27][N:26]([c:21]4[n:20][cH:25][cH:24][cH:23][n:22]4)[CH2:31][CH2:30]3)[c:7]([O:12][CH3:13])[n:8][c:9]2[cH:10][cH:11]1. Reactants: CCCC[N+](CCCC)(CCCC)CCCC, Cc1cc(Br)ccc1Nc1c(C(=O)NOCC2CC2)cc2c(ncn2CCCC(O)CO)c1F, Cc1cc(C#C[Si](C)(C)C)ccc1Nc1c(C(=O)NOCC2CC2)cc2[nH]cnc2c1F, [F-], C1CCOC1, O. Yields the product C#Cc1ccc(Nc2c(C(=O)NOCC3CC3)cc3[nH]cnc3c2F)c(C)c1. As a reaction SMILES: [CH2:68]([N+:69]([CH2:70][CH2:71][CH2:72][CH3:73])([CH2:74][CH2:75][CH2:76][CH3:77])[CH2:78][CH2:79][CH2:80][CH3:81])[CH2:82][CH2:83][CH3:84].[CH:1]1([CH2:2][O:3][NH:4][C:5]([c:6]2[c:7]([NH:8][c:9]3[cH:10][cH:11][c:12]([Br:13])[cH:14][c:15]3[CH3:16])[c:17]([F:18])[c:19]3[n:20][cH:21][n:22]([CH2:23][CH2:24][CH2:25][CH:26]([OH:27])[CH2:28][OH:29])[c:30]3[cH:31]2)=[O:32])[CH2:33][CH2:34]1.[CH:35]1([CH2:38][O:39][NH:40][C:41](=[O:42])[c:43]2[cH:44][c:45]3[c:46]([n:47][cH:48][nH:49]3)[c:50]([F:66])[c:51]2[NH:52][c:53]2[c:54]([CH3:65])[cH:55][c:56]([C:59]#[C:60][Si:61]([CH3:62])([CH3:63])[CH3:64])[cH:57][cH:58]2)[CH2:36][CH2:37]1.[F-:67].[O:86]1[CH2:87][CH2:88][CH2:89][CH2:90]1.[OH2:85]>>[CH:35]1([CH2:38][O:39][NH:40][C:41](=[O:42])[c:43]2[cH:44][c:45]3[c:46]([n:47][cH:48][nH:49]3)[c:50]([F:66])[c:51]2[NH:52][c:53]2[c:54]([CH3:65])[cH:55][c:56]([C:59]#[CH:60])[cH:57][cH:58]2)[CH2:36][CH2:37]1.